From a dataset of the Open Reaction Database (ORD), a public repository of structured organic reaction records. describe an organic reaction: reactants, conditions, products, and yield Reactants: COC1=CC=C(C=C1)C1=CC=C(C=C1)CC(CC)C (4'-methoxy-4-(2-methylbutyl)biphenyl), B(Br)(Br)Br (boron tribromide), O (water). Solvent: C(Cl)Cl (methylene chloride), C(Cl)Cl (methylene chloride). Reaction conditions: time 8 hour. Product: CC(CC1=CC=C(C=C1)C1=CC=C(C=C1)O)CC (4'-(2-methylbutyl)-4-hydroxybiphenyl). The yield is 60.5%. As a reaction SMILES: B(Br)(Br)Br.C[O:6][C:7]1[CH:12]=[CH:11][C:10]([C:13]2[CH:18]=[CH:17][C:16]([CH2:19][CH:20]([CH3:23])[CH2:21][CH3:22])=[CH:15][CH:14]=2)=[CH:9][CH:8]=1.O>C(Cl)Cl>[CH3:23][CH:20]([CH2:21][CH3:22])[CH2:19][C:16]1[CH:17]=[CH:18][C:13]([C:10]2[CH:9]=[CH:8][C:7]([OH:6])=[CH:12][CH:11]=2)=[CH:14][CH:15]=1. Procedure details: A solution of 33 m moles(8.2 g) of boron tribromide in 25 ml of methylene chloride was cooled to -70° C., and a solution of 28 m moles(7.0 g) of 4'-methoxy-4-(2-methylbutyl)biphenyl in 150 ml of methylene chloride was added dropwise thereto. The mixture was returned to room temperature in 8 hours, and then stirred for five hours. After addition of water, the reaction mixture was extracted with methylene chloride, then purified by column chromatography to obtain 4.0 g of 4'-(2-methylbutyl)-4-hydr... The reactants are OCCBr, O=C([O-])[O-], CCNC(=O)Nc1cc(-c2nc(C(F)(F)F)cs2)c(-c2ccc3c(c2)c(=O)c(C(=O)N2CCNCC2)cn3C(COC)COC)cn1, CC#N, [K+], [K+], O. The product is CCNC(=O)Nc1cc(-c2nc(C(F)(F)F)cs2)c(-c2ccc3c(c2)c(=O)c(C(=O)N2CCN(CCO)CC2)cn3C(COC)COC)cn1. Reaction SMILES: [Br:54][CH2:55][CH2:56][OH:57].[C:48](=[O:49])([O-:50])[O-:51].[CH3:1][O:2][CH2:3][CH:4]([CH2:5][O:6][CH3:7])[n:8]1[cH:9][c:10]([C:40](=[O:41])[N:42]2[CH2:43][CH2:44][NH:45][CH2:46][CH2:47]2)[c:11](=[O:39])[c:12]2[cH:13][c:14](-[c:18]3[c:19](-[c:30]4[s:31][cH:32][c:33]([C:35]([F:36])([F:37])[F:38])[n:34]4)[cH:20][c:21]([NH:24][C:25](=[O:26])[NH:27][CH2:28][CH3:29])[n:22][cH:23]3)[cH:15][cH:16][c:17]12.[CH3:58][C:59]#[N:60].[K+:52].[K+:53].[OH2:61]>>[CH3:1][O:2][CH2:3][CH:4]([CH2:5][O:6][CH3:7])[n:8]1[cH:9][c:10]([C:40](=[O:41])[N:42]2[CH2:43][CH2:44][N:45]([CH2:55][CH2:56][OH:57])[CH2:46][CH2:47]2)[c:11](=[O:39])[c:12]2[cH:13][c:14](-[c:18]3[c:19](-[c:30]4[s:31][cH:32][c:33]([C:35]([F:36])([F:37])[F:38])[n:34]4)[cH:20][c:21]([NH:24][C:25](=[O:26])[NH:27][CH2:28][CH3:29])[n:22][cH:23]3)[cH:15][cH:16][c:17]12. Reactants: C(C1=CC=CC=C1)N1CC(CC1)N=[N+]=[N-] (N-benzyl-3-azido-pyrrolidine), C#C (acetylene), steel, steel, C#C (acetylene). Run in C(=O)=O.CC(=O)C (dry ice acetone), C(=O)=O.CC(=O)C (dry ice acetone), CC(=O)C (acetone). Yields the product C(C1=CC=CC=C1)N1CC(CC1)N1N=NC=C1 (N-Benzyl-3-(1,2,3-triazol-1-yl)-pyrrolidine). Reaction SMILES: [CH2:1]([N:8]1[CH2:12][CH2:11][CH:10]([N:13]=[N+:14]=[N-:15])[CH2:9]1)[C:2]1[CH:7]=[CH:6][CH:5]=[CH:4][CH:3]=1.[CH:16]#[CH:17]>CC(C)=O.C(=O)=O.CC(C)=O>[CH2:1]([N:8]1[CH2:12][CH2:11][CH:10]([N:13]2[CH:17]=[CH:16][N:15]=[N:14]2)[CH2:9]1)[C:2]1[CH:3]=[CH:4][CH:5]=[CH:6][CH:7]=1 |f:3.4|. Reported procedure: A solution of N-benzyl-3-azido-pyrrolidine (1.5 g, 0.0074 mol) in acetone was taken in a steel bomb and cooled in dry ice/acetone bath. To this cold solution acetylene (2.5 mg, 0.096 mol) was added under N2 atmosphere. The sealed steel bomb was then heated in an oil bath at 75° C. for 20 h. The vessel was cooled again in dry ice/acetone bath and excess of acetylene released slowly, while the temperature rose to the room temperature (r.t.). The reaction mixture was concentrated to yellow-brown oi... Reactants: C1(=CC=CC=C1)P(C1=CC=CC=C1)C1=CC=CC=C1 (triphenylphosphine), ClC=1C=C(C=C(C1CO)Cl)C1=CC=C(C=C1)C(=O)N1CCC(CC1)C(F)(F)F ((3′,5′-Dichloro-4′-hydroxymethyl-biphenyl-4-yl)-(4-trifluoromethyl-piperidin-1-yl)-methanone), C(Br)(Br)(Br)Br (carbon tetrabromide). The solvent is ClCCl (dichloromethane). Conditions: temperature 0 celsius. Product: BrCC1=C(C=C(C=C1Cl)C1=CC=C(C=C1)C(=O)N1CCC(CC1)C(F)(F)F)Cl ((4′-Bromomethyl-3′,5′-dichloro-biphenyl-4-yl)-(4-trifluoromethyl-piperidin-1-yl)-methanone). Isolated yield 53.7%. Reaction SMILES: [Cl:1][C:2]1[CH:3]=[C:4]([C:11]2[CH:16]=[CH:15][C:14]([C:17]([N:19]3[CH2:24][CH2:23][CH:22]([C:25]([F:28])([F:27])[F:26])[CH2:21][CH2:20]3)=[O:18])=[CH:13][CH:12]=2)[CH:5]=[C:6]([Cl:10])[C:7]=1[CH2:8]O.C1(P(C2C=CC=CC=2)C2C=CC=CC=2)C=CC=CC=1.C(Br)(Br)(Br)[Br:49]>ClCCl>[Br:49][CH2:8][C:7]1[C:2]([Cl:1])=[CH:3][C:4]([C:11]2[CH:16]=[CH:15][C:14]([C:17]([N:19]3[CH2:24][CH2:23][CH:22]([C:25]([F:28])([F:27])[F:26])[CH2:21][CH2:20]3)=[O:18])=[CH:13][CH:12]=2)=[CH:5][C:6]=1[Cl:10]. Procedure details: Dissolve (3′,5′-Dichloro-4′-hydroxymethyl-biphenyl-4-yl)-(4-trifluoromethyl-piperidin-1-yl)-methanone (13 g, 1 eq.) in dichloromethane (200 mL) and cool to 0° C. Add triphenylphosphine (12.2 g, 1.5 eq.) followed by carbon tetrabromide (15.4 g, 1.5 eq.) in portions. Filter the reaction mixture and concentrate the filtrate. Chromatograph the filtrate on silica gel to afford 8.0 g (54% yield) of the titled compound. Starting materials: C1(=CC=CC=C1)CN (phenylmethanamine), ClC1=NC2=CC=C(C=C2N=C1)Cl (2,6-Dichloroquinoxaline), O (water). Solvent: CS(=O)C (DMSO). Conditions: time 16 hour. The product is C(C1=CC=CC=C1)NC1=NC2=CC=C(C=C2N=C1)Cl (Benzyl-(6-chloro-quinoxalin-2-yl)-amine). As a reaction SMILES: Cl[C:2]1[CH:11]=[N:10][C:9]2[C:4](=[CH:5][CH:6]=[C:7]([Cl:12])[CH:8]=2)[N:3]=1.[C:13]1([CH2:19][NH2:20])[CH:18]=[CH:17][CH:16]=[CH:15][CH:14]=1.O>CS(C)=O>[CH2:19]([NH:20][C:2]1[CH:11]=[N:10][C:9]2[C:4](=[CH:5][CH:6]=[C:7]([Cl:12])[CH:8]=2)[N:3]=1)[C:13]1[CH:18]=[CH:17][CH:16]=[CH:15][CH:14]=1. Reported procedure: 2,6-Dichloroquinoxaline (0.500 g, 2.5 mmol) was dissolved in DMSO (10 mL) at RT and phenylmethanamine (1.3 g, 12.56 mmol) was added. The reaction mixture was stirred at RT for 16 h. After completion of reaction (confirmed by TLC), water (100 mL) was added to the reaction mixture and this layer was extracted with ethyl acetate (50 mL×3). The organic layer was washed with water (15 mL), brine (15 mL) and dried over Na2SO4. The organic layer was concentrated under vacuum to give crude product. Starting materials: Cl (HCl), O1CCOCC1 (dioxane), C(C)OC(=O)C=1C=NN(C1)C1=NC2=CC(=CC=C2C(N1COCCOC)=O)C1=CC=CC=C1 (1-[3-(2-methoxy-ethoxymethyl)-4-oxo-7-phenyl-3,4-dihydro-quinazolin-2-yl]-1H-pyrazole-4-carboxylic acid ethyl ester). Run at temperature 23 celsius, time 18 hour. Product: C(C)OC(=O)C=1C=NN(C1)C1=NC2=CC(=CC=C2C(N1)=O)C1=CC=CC=C1 (1-(4-oxo-7-phenyl-3,4-dihydro-quinazolin-2-yl)-1H-pyrazole-4-carboxylic acid ethyl ester). Isolated yield 52.5%. RXN SMILES: Cl.O1CCOCC1.[CH2:8]([O:10][C:11]([C:13]1[CH:14]=[N:15][N:16]([C:18]2[N:27](COCCOC)[C:26](=[O:34])[C:25]3[C:20](=[CH:21][C:22]([C:35]4[CH:40]=[CH:39][CH:38]=[CH:37][CH:36]=4)=[CH:23][CH:24]=3)[N:19]=2)[CH:17]=1)=[O:12])[CH3:9]>>[CH2:8]([O:10][C:11]([C:13]1[CH:14]=[N:15][N:16]([C:18]2[NH:27][C:26](=[O:34])[C:25]3[C:20](=[CH:21][C:22]([C:35]4[CH:40]=[CH:39][CH:38]=[CH:37][CH:36]=4)=[CH:23][CH:24]=3)[N:19]=2)[CH:17]=1)=[O:12])[CH3:9]. Procedure: A solution of 4M HCl and dioxane (3.00 mL, 12.0 mmol) was added to 1-[3-(2-methoxy-ethoxymethyl)-4-oxo-7-phenyl-3,4-dihydro-quinazolin-2-yl]-1H-pyrazole-4-carboxylic acid ethyl ester (90.0 mg, 0.201 mmol). The reaction mixture was stirred at 23° C. After 18 h, the reaction mixture was concentrated under reduced pressure. Et2O was added (5 mL) and the resulting precipitate was collected by filtration and washed well with Et2O to afford the titled compound (38.0 mg, 53%). MS (ESI): mass calcd. for... Reaction SMILES: [CH2:1]([CH:8]1[CH2:13][CH2:12][C:11](=O)[CH2:10][CH2:9]1)[C:2]1[CH:7]=[CH:6][CH:5]=[CH:4][CH:3]=1.[NH:15]1[CH2:19][CH2:18][CH2:17][CH2:16]1.O.C1(C)C=CC(S(O)(=O)=O)=CC=1>C1C=CC=CC=1>[CH2:1]([CH:8]1[CH2:13][CH2:12][C:11]([N:15]2[CH2:19][CH2:18][CH2:17][CH2:16]2)=[CH:10][CH2:9]1)[C:2]1[CH:7]=[CH:6][CH:5]=[CH:4][CH:3]=1 |f:2.3|. The reactants are C(C1=CC=CC=C1)C1CCC(CC1)=O (4-benzyl-cyclohexanone), N1CCCC1 (pyrrolidine), O.C1(=CC=C(C=C1)S(=O)(=O)O)C (p-toluenesulfonic acid monohydrate). Reported procedure: A mixture of 5 g of 4-benzyl-cyclohexanone, 3.5 g of pyrrolidine, 500 mL of benzene and 10 mg of p-toluenesulfonic acid monohydrate was heated under a water separator apparatus for 48 h, removing the distillate periodically until there was about 50 mL remaining. The solution was cooled and concentrated to 8 g of an amber liquid. The NMR was consistent with complete conversion to the enamine. Solvent: C1=CC=CC=C1 (benzene). The product is C(C1=CC=CC=C1)C1CC=C(CC1)N1CCCC1 (1-(4-Benzyl-cyclohex-1-enyl)-pyrrolidine). The reactants are C(=O)(OCC1=CC=CC=C1)N1[C@H](C(=O)O)CCC1 (carbobenzyloxy-L-proline), CCN=C=NCCCN(C)C.Cl (WSC HCl), C=1C=CC2=C(C1)N=NN2O (HOBT), NCC1CC=2C(=C3C=CC(NC3=C(C2)C)=O)O1 (2-Aminomethyl-5-methyl-2,3,6,7-tetrahydrofuro-[2,3-f]quinoline-7-one). The solvent is CN(C=O)C (dimethylformamide). Run at temperature 50 celsius, time 48 hour. Product: C(=O)(OCC1=CC=CC=C1)N1[C@H](C(=O)NCC2CC=3C(=C4C=CC(NC4=C(C3)C)=O)O2)CCC1 (2-(Carbobenzyloxy-L-prolyl)aminomethyl-5-methyl-2,3,6,7-tetrahydrofuro-[2,3-f]quinoline-7-one). Yield: 42.1%. RXN SMILES: [NH2:1][CH2:2][CH:3]1[O:17][C:6]2=[C:7]3[C:12](=[C:13]([CH3:15])[CH:14]=[C:5]2[CH2:4]1)[NH:11][C:10](=[O:16])[CH:9]=[CH:8]3.[C:18]([N:28]1[CH2:35][CH2:34][CH2:33][C@H:29]1[C:30](O)=[O:31])([O:20][CH2:21][C:22]1[CH:27]=[CH:26][CH:25]=[CH:24][CH:23]=1)=[O:19].CCN=C=NCCCN(C)C.Cl.C1C=CC2N(O)N=NC=2C=1>CN(C)C=O>[C:18]([N:28]1[CH2:35][CH2:34][CH2:33][C@H:29]1[C:30]([NH:1][CH2:2][CH:3]1[O:17][C:6]2=[C:7]3[C:12](=[C:13]([CH3:15])[CH:14]=[C:5]2[CH2:4]1)[NH:11][C:10](=[O:16])[CH:9]=[CH:8]3)=[O:31])([O:20][CH2:21][C:22]1[CH:27]=[CH:26][CH:25]=[CH:24][CH:23]=1)=[O:19] |f:2.3|. Procedure: 2-Aminomethyl-5-methyl-2,3,6,7-tetrahydrofuro-[2,3-f]quinoline-7-one (2.00 g, 8.70 mmol) was dissolved in dimethylformamide (150 ml). To the obtained solution, carbobenzyloxy-L-proline (2.80 g, 11.3 mmol), WSC-HCl (2.00 g, 11.3 mmol) and HOBT (1.53 g, 11.3 mmol) were added, and the mixture was stirred at 50° C. for 48 hours. The reaction mixture was condensed under reduced pressure. The resultant residue was extracted using a solvent mixture (chloroform: methanol=4:1) combined with 1N-HCl. The o...